Dataset: the Open Reaction Database (ORD), a public repository of structured organic reaction records. Task: describe an organic reaction: reactants, conditions, products, and yield The reactants are N(=[N+]=[N-])C1N=C(C2=C(N(C1=O)CC(F)(F)F)C=CC=C2)C2=CC=CC=C2 (3-Azido-2-oxo-5-phenyl-1-(2,2,2-trifluoroethyl)-2,3-dihydro-1H-benzo[e][1,4]diazepine). Reagents/catalysts: [Pd] (Pd/C). Run in C(C)O (ethanol), C1CCOC1 (THF). Product: NC=1N=C(C2=C(N(C1)CC(F)(F)F)C=CC=C2)C2=CC=CC=C2 (racemic 3-Amino-5-phenyl-1-(2,2,2-trifluoroethyl)-1H-benzo[e][1,4]diazepine). The yield is 75.6%. Reaction SMILES: [N:1]([CH:4]1[C:10](=O)[N:9]([CH2:12][C:13]([F:16])([F:15])[F:14])[C:8]2[CH:17]=[CH:18][CH:19]=[CH:20][C:7]=2[C:6]([C:21]2[CH:26]=[CH:25][CH:24]=[CH:23][CH:22]=2)=[N:5]1)=[N+]=[N-]>C(O)C.C1COCC1.[Pd]>[NH2:1][C:4]1[N:5]=[C:6]([C:21]2[CH:26]=[CH:25][CH:24]=[CH:23][CH:22]=2)[C:7]2[CH:20]=[CH:19][CH:18]=[CH:17][C:8]=2[N:9]([CH2:12][C:13]([F:16])([F:14])[F:15])[CH:10]=1. Reported procedure: To a stirring solution of 3-Azido-2-oxo-5-phenyl-1-(2,2,2-trifluoroethyl)-2,3-dihydro-1H-benzo[e][1,4]diazepine (83.4 mmol ,30 g) in 300 mL ethanol and 150 mL THF was added 10% Pd/C (10 wt %, 3.0 g). Hydrogen gas was bubbled through the solution for 8 h. The reaction was filtered and evaporated under reduced pressure. The residue was crystallized from ethyl ether to give 20.0 g of white crystals. Another 4 g was recovered from evaporation and recrystallization of the filtrates. Combined yield, 8...